This data is from the Open Reaction Database (ORD), a public repository of structured organic reaction records. The task is: describe an organic reaction: reactants, conditions, products, and yield The reactants are [C-]#N, [C-]#N, CCOC(=O)C1(C(=O)OCC)CCCN1c1ccc(Oc2ccc(Br)cc2)nc1, CN(C)C=O, Cc1ccccc1, [Zn+2]. Yields the product CCOC(=O)C1(C(=O)OCC)CCCN1c1ccc(Oc2ccc(C#N)cc2)nc1. Reaction SMILES: [C-:42]#[N:43].[C-:45]#[N:46].[CH2:1]([CH3:2])[O:3][C:4](=[O:5])[C:6]1([C:25](=[O:26])[O:27][CH2:28][CH3:29])[N:7]([c:11]2[cH:12][n:13][c:14]([O:17][c:18]3[cH:19][cH:20][c:21]([Br:24])[cH:22][cH:23]3)[cH:15][cH:16]2)[CH2:8][CH2:9][CH2:10]1.[CH3:30][N:31]([CH3:32])[CH:33]=[O:34].[CH3:35][c:36]1[cH:37][cH:38][cH:39][cH:40][cH:41]1.[Zn+2:44]>>[CH2:1]([CH3:2])[O:3][C:4](=[O:5])[C:6]1([C:25](=[O:26])[O:27][CH2:28][CH3:29])[N:7]([c:11]2[cH:12][n:13][c:14]([O:17][c:18]3[cH:19][cH:20][c:21]([C:30]#[N:31])[cH:22][cH:23]3)[cH:15][cH:16]2)[CH2:8][CH2:9][CH2:10]1. Reactants: ClCCN1CCCC1 (2-chloroethylpyrrolidine), C1C=CCC=2CC3=C(CCC21)C=CC=C3 (1,4,10,11-tetrahydro-5H-dibenzo[a,d]cycloheptene), solution, C(CCC)[Li] (n-butyl lithium). The solvent is O1CCCC1 (tetrahydrofuran), O1CCCC1 (tetrahydrofuran), CCCCCC (hexane). Reaction conditions: time 30 minute. Product: C1C=CCC=2C(C3=C(CCC21)C=CC=C3)CCN3CCCC3 (1-[2-(4,5,10,11-tetrahydro-1H-dibenzo[a,d]cyclohepten-5-yl)ethyl]pyrrolidine). As a reaction SMILES: [CH2:1]1[C:11]2[CH2:10][CH2:9][C:8]3[CH:12]=[CH:13][CH:14]=[CH:15][C:7]=3[CH2:6][C:5]=2[CH2:4][CH:3]=[CH:2]1.C([Li])CCC.Cl[CH2:22][CH2:23][N:24]1[CH2:28][CH2:27][CH2:26][CH2:25]1>O1CCCC1.CCCCCC>[CH2:12]1[C:8]2[CH2:9][CH2:10][C:11]3[CH:1]=[CH:2][CH:3]=[CH:4][C:5]=3[CH:6]([CH2:22][CH2:23][N:24]3[CH2:28][CH2:27][CH2:26][CH2:25]3)[C:7]=2[CH2:15][CH:14]=[CH:13]1. Reported procedure: 1.0 g of 1,4,10,11-tetrahydro-5H-dibenzo[a,d]cycloheptene in 20 ml of dry tetrahydrofuran are treated dropwise at between -70° and -60° with 9.0 ml of an about 0.85M solution of n-butyl lithium in hexane. The mixture is stirred at -70° for 60 minutes and at -30° for 30 minutes, a solution of 2.1 g of 2-chloroethylpyrrolidine in 5 ml of dry tetrahydrofuran at -30° is added dropwise thereto and subsequently the mixture is stirred at -30° for an additional 30 minutes, at 0° to 5° for 3 hours and at... Isolated yield 55.5%. The reactants are Cl.C(C)C1=C(C(=CC=C1)CC)NC(=O)C1=NN(C2=C1CCC=1C=NC(=NC21)NC2CCNCC2)C (N-(2,6-diethylphenyl)-1-methyl-8-(piperidin-4-ylamino)-4,5-dihydro-1H-pyrazolo[4,3-h]quinazoline-3-carboxamide hydrochloride), CCN(C(C)C)C(C)C (DIPEA), ClCCS(=O)(=O)Cl (2-chloroethanesulfonyl chloride). Conditions: temperature -78 celsius. The solvent is ClCCl (dichloromethane). Reaction SMILES: Cl.[CH2:2]([C:4]1[CH:9]=[CH:8][CH:7]=[C:6]([CH2:10][CH3:11])[C:5]=1[NH:12][C:13]([C:15]1[C:19]2[CH2:20][CH2:21][C:22]3[CH:23]=[N:24][C:25]([NH:28][CH:29]4[CH2:34][CH2:33][NH:32][CH2:31][CH2:30]4)=[N:26][C:27]=3[C:18]=2[N:17]([CH3:35])[N:16]=1)=[O:14])[CH3:3].CCN(C(C)C)C(C)C.Cl[CH2:46][CH2:47][S:48](Cl)(=[O:50])=[O:49]>ClCCl>[CH2:10]([C:6]1[CH:7]=[CH:8][CH:9]=[C:4]([CH2:2][CH3:3])[C:5]=1[NH:12][C:13]([C:15]1[C:19]2[CH2:20][CH2:21][C:22]3[CH:23]=[N:24][C:25]([NH:28][CH:29]4[CH2:30][CH2:31][N:32]([S:48]([CH:47]=[CH2:46])(=[O:50])=[O:49])[CH2:33][CH2:34]4)=[N:26][C:27]=3[C:18]=2[N:17]([CH3:35])[N:16]=1)=[O:14])[CH3:11] |f:0.1|. Product: C(C)C1=C(C(=CC=C1)CC)NC(=O)C1=NN(C2=C1CCC=1C=NC(=NC21)NC2CCN(CC2)S(=O)(=O)C=C)C (N-(2,6-diethylphenyl)-8-{[1-(ethenylsulfonyl)piperidin-4-yl]amino}-1-methyl-4,5-dihydro-1H-pyrazolo[4,3-h]quinazoline-3-carboxamide). Procedure details: To a solution of N-(2,6-diethylphenyl)-1-methyl-8-(piperidin-4-ylamino)-4,5-dihydro-1H-pyrazolo[4,3-h]quinazoline-3-carboxamide hydrochloride (300 mg, 0.606 mmol) under nitrogen, in dry dichloromethane (15 mL), DIPEA (0.527 mL, 3.03 mmol) and 300 mg of molecular sieves were added, and the mixture was cooled at −78° C. 2-chloroethanesulfonyl chloride (0.063 mL, 0.606 mmol) was added. Temperature was allow to rise to room temperature then the solvent was evaporated to dryness and the crude was pur... The reactants are CC(=O)Cl, CCOC(C)=O, C1CCOC1, CCN(C(C)C)C(C)C, N#Cc1ccc(N)nc1, O. Product: CC(=O)Nc1ccc(C#N)cn1. As a reaction SMILES: [C:19]([CH3:20])(=[O:21])[Cl:22].[CH2:24]([O:25][C:26](=[O:27])[CH3:28])[CH3:29].[CH2:30]1[O:31][CH2:32][CH2:33][CH2:34]1.[CH:10]([N:11]([CH2:12][CH3:13])[CH:14]([CH3:15])[CH3:16])([CH3:17])[CH3:18].[NH2:1][c:2]1[n:3][cH:4][c:5]([C:6]#[N:7])[cH:8][cH:9]1.[OH2:23]>>[NH:1]([c:2]1[n:3][cH:4][c:5]([C:6]#[N:7])[cH:8][cH:9]1)[C:19]([CH3:20])=[O:21].